Dataset: the Open Reaction Database (ORD), a public repository of structured organic reaction records. Task: describe an organic reaction: reactants, conditions, products, and yield The reactants are [Si](C)(C)(C(C)(C)C)OCC=1SSC(=CC1)COC1=C(C=CC=C1)C(F)(F)F (3-[(tert-butyldimethylsilyloxy)methyl]-6-[(2-trifluoromethylphenyloxy)methyl]-1,2-dithiin), [F-].C(CCC)[N+](CCCC)(CCCC)CCCC (tetrabutylammonium fluoride). Solvent: C1CCOC1 (THF), C1CCOC1 (THF), C(C)(=O)O (acetic acid). Reaction conditions: time 7 hour. Yields the product OCC=1SSC(=CC1)COC1=C(C=CC=C1)C(F)(F)F (3-(Hydroxymethyl)-6-[(2-trifluoromethylphenyloxy)methyl]-1,2-dithiin). The yield is 58.0%. Reaction SMILES: [Si]([O:8][CH2:9][C:10]1[S:11][S:12][C:13]([CH2:16][O:17][C:18]2[CH:23]=[CH:22][CH:21]=[CH:20][C:19]=2[C:24]([F:27])([F:26])[F:25])=[CH:14][CH:15]=1)(C(C)(C)C)(C)C.[F-].C([N+](CCCC)(CCCC)CCCC)CCC>C1COCC1.C(O)(=O)C>[OH:8][CH2:9][C:10]1[S:11][S:12][C:13]([CH2:16][O:17][C:18]2[CH:23]=[CH:22][CH:21]=[CH:20][C:19]=2[C:24]([F:27])([F:26])[F:25])=[CH:14][CH:15]=1 |f:1.2|. Reported procedure: To a stirred solution of the 3-[(tert-butyldimethylsilyloxy)methyl]-6-[(2-trifluoromethylphenyloxy)methyl]-1,2-dithiin obtained above (70 mg, 0.16 mmol) in 2 mL THF was added a mixture of 1.0 mL of 1M tetrabutylammonium fluoride in THF and 0.6 mL of acetic acid. The reation mixture was stirred for 7 h until TLC analysis showed the reaction to be complete, then concentrated in vacuo. The residue was partitioned between 20 mL of water and 20 mL ethyl acetate. The organic phase was washed with 3% s... Yields the product CC(C)(C)OC(=O)N1CCC(Oc2cc(=O)n(-c3ccc(Cl)c(Cl)c3)nc2CO)CC1. Starting materials: B, CC(C)(C)OC(=O)N1CCC(Oc2cc(=O)n(-c3ccc(Cl)c(Cl)c3)nc2C(=O)O)CC1, C1CCOC1, CO. RXN SMILES: [BH3:33].[C:1]([CH3:2])([CH3:3])([CH3:4])[O:5][C:6](=[O:7])[N:8]1[CH2:9][CH2:10][CH:11]([O:14][c:15]2[c:16]([C:30](=[O:31])[OH:32])[n:17][n:18](-[c:22]3[cH:23][c:24]([Cl:29])[c:25]([Cl:28])[cH:26][cH:27]3)[c:19](=[O:21])[cH:20]2)[CH2:12][CH2:13]1.[CH2:36]1[O:37][CH2:38][CH2:39][CH2:40]1.[CH3:34][OH:35]>>[C:1]([CH3:2])([CH3:3])([CH3:4])[O:5][C:6](=[O:7])[N:8]1[CH2:9][CH2:10][CH:11]([O:14][c:15]2[c:16]([CH2:30][OH:31])[n:17][n:18](-[c:22]3[cH:23][c:24]([Cl:29])[c:25]([Cl:28])[cH:26][cH:27]3)[c:19](=[O:21])[cH:20]2)[CH2:12][CH2:13]1. Starting materials: O (water), ClC1=NC=2C=CC=C(C2C=C1)O (2-Chloro-quinolin-5-ol), BrCCOC (2-bromethylmethylether), C([O-])([O-])=O.[K+].[K+] (potassium carbonate). Run in CC(=O)C (acetone). Run at temperature 50 celsius, time 18 hour. Yields the product ClC1=NC2=CC=CC(=C2C=C1)OCCOC (2-chloro-5-(2-methoxy-ethoxy)-quinoline). The yield is 32.4%. Reaction SMILES: [Cl:1][C:2]1[CH:11]=[CH:10][C:9]2[C:8]([OH:12])=[CH:7][CH:6]=[CH:5][C:4]=2[N:3]=1.C(=O)([O-])[O-].[K+].[K+].Br[CH2:20][CH2:21][O:22][CH3:23].O>CC(C)=O>[Cl:1][C:2]1[CH:11]=[CH:10][C:9]2[C:4](=[CH:5][CH:6]=[CH:7][C:8]=2[O:12][CH2:20][CH2:21][O:22][CH3:23])[N:3]=1 |f:1.2.3|. Reported procedure: 2-Chloro-quinolin-5-ol (CAS 124467-35-2) (0.3 g, 1.56 mmol) was dissolved in acetone (10 mL) and potassium carbonate (0.368 g, 2.75 mmol) was added. After addition of 2-bromethylmethylether (0.25 ml, 2.7 mmol) the reaction mixture was stirred for 18 h at 50° C. Then water was added and the mixture was extracted with ethyl acetate (3×). The combined organic phases were dried, filtered and concentrated. The residue was subjected to column chromatography (silica gel, heptane/ethyl acetate 9:1/4:1) ... Solvent: C(C)(C)NC(C)C (diisopropylamine). Reaction SMILES: Br[C:2]1[C:7]([F:8])=[C:6]([F:9])[C:5]([C:10]2[C:15]([F:16])=[C:14]([F:17])[C:13](Br)=[C:12]([F:19])[C:11]=2[F:20])=[C:4]([F:21])[C:3]=1[F:22].[CH3:23][C:24]([OH:28])([C:26]#[CH:27])[CH3:25]>C(NC(C)C)(C)C.C([O-])(=O)C.[Cu+]>[OH:28][C:24]([CH3:25])([CH3:23])[C:26]#[C:27][C:2]1[C:7]([F:8])=[C:6]([F:9])[C:5]([C:10]2[C:15]([F:16])=[C:14]([F:17])[C:13]([C:27]#[C:26][C:24]([CH3:25])([OH:28])[CH3:23])=[C:12]([F:19])[C:11]=2[F:20])=[C:4]([F:21])[C:3]=1[F:22] |f:3.4|. Product: OC(C#CC1=C(C(=C(C(=C1F)F)C1=C(C(=C(C(=C1F)F)C#CC(C)(O)C)F)F)F)F)(C)C (4,4'-bis(3-hydroxy-3-methyl-1-butynyl) octafluorobiphenyl). The reactants are CC(C)(C#C)O (2-methyl-3-butyn-2-ol), BrC1=C(C(=C(C(=C1F)F)C1=C(C(=C(C(=C1F)F)Br)F)F)F)F (4,4'-dibromooctafluorobiphenyl), dichlorobis(triphenylphosphine) palladium. Conditions: temperature 0 celsius. The reagents and catalysts are C(C)(=O)[O-].[Cu+] (copper (1) acetate). Procedure details: To a solution of 4,4'-dibromooctafluorobiphenyl (10 g, 21.9 mmol) in degassed diisopropylamine (350 mL) was added dichlorobis(triphenylphosphine) palladium (770 mg, 1.05 mmol, 5 mol %) and copper (1) acetate (219 mg, 1.05 mmol, 5 mol %). The solution was cooled to 0° C. and to this solution was added 2-methyl-3-butyn-2-ol (2.2 equivalents, 4.0 g, 4.7 mL). The solution was allowed to warm to room temperature and was subsequently heated at 50° C. for 12 hours. The solution was cooled and filtered ... Reactants: Cl (HCl), FC1=CC=C(CN2C(C=CCC2)=O)C=C1 (1-(4-fluorobenzyl)-5,6-dihydropyridin-2-(1H)-one), COC1=CN=C(O1)C(=O)OC (Methyl 5-methoxy-1,3-oxazole-2-carboxylate), resultant mixture. Run in CO (methanol). Conditions: temperature 120 celsius, time 24 hour. Yields the product FC1=CC=C(CN2C(C=3C(=CN=C(C3CC2)C(=O)OC)O)=O)C=C1 (Methyl 6-(4-fluorobenzyl)-4-hydroxy-5-oxo-5,6,7,8-tetrahydro-2,6-naphthyridine-1-carboxylate). RXN SMILES: [F:1][C:2]1[CH:15]=[CH:14][C:5]([CH2:6][N:7]2[CH2:12][CH2:11][CH:10]=[CH:9][C:8]2=[O:13])=[CH:4][CH:3]=1.C[O:17][C:18]1O[C:21]([C:23]([O:25][CH3:26])=[O:24])=[N:20][CH:19]=1.Cl>CO>[F:1][C:2]1[CH:3]=[CH:4][C:5]([CH2:6][N:7]2[CH2:12][CH2:11][C:10]3[C:21]([C:23]([O:25][CH3:26])=[O:24])=[N:20][CH:19]=[C:18]([OH:17])[C:9]=3[C:8]2=[O:13])=[CH:14][CH:15]=1. Procedure details: In a sealed tube, 1-(4-fluorobenzyl)-5,6-dihydropyridin-2-(1H)-one (3.84 g, 18.7 mmol), and methyl 5-methoxy-1,3-oxazole-2-carboxylate prepared in Step 5 (2.94 g, 18.7 mmol), were combined. The reaction mixture was heated at 120° C. After 24 hours, the resultant mixture was cooled and methanol saturated with HCl (2 mL) was added. The product mixture stirred at room temperature for 40 minutes, then was concentrated under vacuum. The residual crude material was diluted with DMSO (6.0 mL) and filte... Reactants: C1C(NC(CC2=C1C=CC=C2)=O)=O (1,3,4,5-tetrahydro-2H-3-benzazepin-2,4-dione), CC(C)([O-])C.[K+] (potassium tert. butoxide), BrCCCCl (1-bromo-3-chloro-propane). The solvent is CN(C=O)C (dimethylformamide), CN(C=O)C (dimethylformamide). Yields the product C1C(N(C(CC2=C1C=CC=C2)=O)CCCCl)=O (1-(1,3,4,5-Tetrahydro-2H-3-benzazepin-2,4-dion-3-yl)-3-chloro-propane). Reaction SMILES: [CH2:1]1[C:7]2[CH:8]=[CH:9][CH:10]=[CH:11][C:6]=2[CH2:5][C:4](=[O:12])[NH:3][C:2]1=[O:13].CC(C)([O-])C.[K+].Br[CH2:21][CH2:22][CH2:23][Cl:24]>CN(C)C=O>[CH2:5]1[C:6]2[CH:11]=[CH:10][CH:9]=[CH:8][C:7]=2[CH2:1][C:2](=[O:13])[N:3]([CH2:21][CH2:22][CH2:23][Cl:24])[C:4]1=[O:12] |f:1.2|. Procedure: Here, 1,3,4,5-tetrahydro-2H-3-benzazepin-2,4-dione (3.5 g, 0.020 mol) is suspended in dimethylformamide (30 ml) and potassium tert. butoxide (2.5 g) is added with stirring. After 10 minutes the resulting solution is added dropwise, while cooling with ice, to 1-bromo-3-chloro-propane (3.5 ml) in dimethylformamide (20 ml). After one hour it is poured onto ice water. After a short time the greasy precipitate crystallizes. The precipitate is suction filtered, dissolved in acetone, reprecipitated wit... The reactants are C(C1=CC=CC=C1)N1C[C@@H](CC1)N=CC1=CC2=C(N(C(N2CC)=O)CC)C=C1 (5-[((3R)-1-Benzyl-pyrrolidin-3-ylimino)-methyl]-1,3-diethyl-1,3-dihydro-benzoimidazol-2-one), CN(C=O)C (N,N-dimethylformamide), 3-methylbenzylaldehyde, C([O-])([O-])=O (carbonate). Conditions: time 40 hour. Yields the product C(C1=CC=CC=C1)N1C[C@@H](CC1)N1C=NC(=C1C1=CC2=C(N(C(N2CC)=O)CC)C=C1)C=1C=C(C=CC1)C (5-[3-((3R)-1-Benzyl-pyrrolidin-3-yl)-5-m-tolyl-3H-imidazol-4-yl]-1,3-diethyl-1,3-dihydro-benzoimidazol-2-one). As a reaction SMILES: [CH2:1]([N:8]1[CH2:12][CH2:11][C@@H:10]([N:13]=[CH:14][C:15]2[CH:28]=[CH:27][C:18]3[N:19]([CH2:25][CH3:26])[C:20](=[O:24])[N:21]([CH2:22][CH3:23])[C:17]=3[CH:16]=2)[CH2:9]1)[C:2]1[CH:7]=[CH:6][CH:5]=[CH:4][CH:3]=1.C(=O)([O-])[O-].[CH3:33][N:34]([CH3:37])C=O>>[CH2:1]([N:8]1[CH2:12][CH2:11][C@@H:10]([N:13]2[C:14]([C:15]3[CH:28]=[CH:27][C:18]4[N:19]([CH2:25][CH3:26])[C:20](=[O:24])[N:21]([CH2:22][CH3:23])[C:17]=4[CH:16]=3)=[C:37]([C:4]3[CH:3]=[C:2]([CH3:1])[CH:7]=[CH:6][CH:5]=3)[N:34]=[CH:33]2)[CH2:9]1)[C:2]1[CH:3]=[CH:4][CH:5]=[CH:6][CH:7]=1. Procedure: To a flask charged with 5-[((3R)-1-Benzyl-pyrrolidin-3-ylimino)-methyl]-1,3-diethyl-1,3-dihydro-benzoimidazol-2-one was added a stir bar and 4-methylphenyl-toylsulfonomethylisocyanide (326 mg, 1.15 mmoles) (Joseph Sisko, Mark Mellinger, Peter W. Sheldrake, and Neil H. Baine, Organic Synthesis, Vol. 77, 198–205 (1999); Joseph Sisko, Mark Mellinger, Peter W. Sheldrake, and Neil H. Baine, Tetrahedron Letters, Vol. 37, No. 45, 8113–8116, (1996); U.S. Pat. No. 5,756,499; prepared in an analogous mann... The reactants are CCO, Cc1cc(Oc2ccc(Cl)c(C(F)(F)F)c2)ncc1[N+](=O)[O-], Cl, [Fe], O. The product is Cc1cc(Oc2ccc(Cl)c(C(F)(F)F)c2)ncc1N. RXN SMILES: [CH3:1][CH2:2][OH:3].[Cl:5][c:6]1[c:7]([C:23]([F:24])([F:25])[F:26])[cH:8][c:9]([O:10][c:11]2[n:12][cH:13][c:14]([N+:18]([O-:19])=[O:20])[c:15]([CH3:17])[cH:16]2)[cH:21][cH:22]1.[ClH:4].[Fe:27].[OH2:28]>>[Cl:5][c:6]1[c:7]([C:23]([F:24])([F:25])[F:26])[cH:8][c:9]([O:10][c:11]2[n:12][cH:13][c:14]([NH2:18])[c:15]([CH3:17])[cH:16]2)[cH:21][cH:22]1. Reactants: ClC1=NC=CC=C1C(=O)NC1=CC=C(C=C1)OC (2-chloro-N-(4-methoxyphenyl)pyridine-3-carboxamide), N1=CC=C(C=C1)N1CCC(CC1)CN (1-(4-pyridyl)piperidine-4-methylamine). The solvent is C(C)O (ethanol). The product is COC1=CC=C(C=C1)NC(=O)C=1C(=NC=CC1)NCC1CCN(CC1)C1=CC=NC=C1 (N-(4-Methoxyphenyl)-2-[1-(4-pyridyl)-piperidin-4-ylmethyl]aminopyridine-3-carboxamide). The yield is 23.8%. RXN SMILES: Cl[C:2]1[C:7]([C:8]([NH:10][C:11]2[CH:16]=[CH:15][C:14]([O:17][CH3:18])=[CH:13][CH:12]=2)=[O:9])=[CH:6][CH:5]=[CH:4][N:3]=1.[N:19]1[CH:24]=[CH:23][C:22]([N:25]2[CH2:30][CH2:29][CH:28]([CH2:31][NH2:32])[CH2:27][CH2:26]2)=[CH:21][CH:20]=1>C(O)C>[CH3:18][O:17][C:14]1[CH:15]=[CH:16][C:11]([NH:10][C:8]([C:7]2[C:2]([NH:32][CH2:31][CH:28]3[CH2:27][CH2:26][N:25]([C:22]4[CH:23]=[CH:24][N:19]=[CH:20][CH:21]=4)[CH2:30][CH2:29]3)=[N:3][CH:4]=[CH:5][CH:6]=2)=[O:9])=[CH:12][CH:13]=1. Procedure: A pressure tube (Aldrich) was charged with 2-chloro-N-(4-methoxyphenyl)pyridine-3-carboxamide (139 mg, 0.524 mmol), 1-(4-pyridyl)piperidine-4-methylamine (100 mg, 0.524 mmol), triethylanine (0.22 mL), and ethanol (3 mL). The mixture was placed in a 110° C. bath for 5 days. The mixture was concentrated and the residue purified by RPHPLC, yielding 52 mg (24%) of the title compound as a hydrochloride salt. Reactants: Cl.NC1=CC(=C(C(=O)NCCN(CC)CC)C=C1Cl)O (4-amino-5-chloro-N-[2-(diethylamino)ethyl]-2-hydroxybenzamide hydrochloride), C([O-])([O-])=O.[K+].[K+] (potassium carbonate), [I-].[Na+] (sodium iodide), CSCCCl (2-chloroethyl methyl sulfide), C (Darco). Solvent: CN(C)C=O (DMF), C(C)#N (acetonitrile). Yields the product NC1=CC(=C(C(=O)NCCN(CC)CC)C=C1Cl)OCCSC (4-Amino-5-chloro-N-[2-(diethylamino)ethyl]-2-[2-(methylthio)ethoxy]benzamide). The yield is 31.8%. Reaction SMILES: Cl.[NH2:2][C:3]1[C:18]([Cl:19])=[CH:17][C:6]([C:7]([NH:9][CH2:10][CH2:11][N:12]([CH2:15][CH3:16])[CH2:13][CH3:14])=[O:8])=[C:5]([OH:20])[CH:4]=1.C(=O)([O-])[O-].[K+].[K+].[I-].[Na+].[CH3:29][S:30][CH2:31][CH2:32]Cl.C>CN(C=O)C.C(#N)C>[NH2:2][C:3]1[C:18]([Cl:19])=[CH:17][C:6]([C:7]([NH:9][CH2:10][CH2:11][N:12]([CH2:13][CH3:14])[CH2:15][CH3:16])=[O:8])=[C:5]([O:20][CH2:32][CH2:31][S:30][CH3:29])[CH:4]=1 |f:0.1,2.3.4,5.6|. Procedure details: A stirred mixture of 4-amino-5-chloro-N-[2-(diethylamino)ethyl]-2-hydroxybenzamide hydrochloride (10.0 g, 31.06 mmoles) (from Preparation No. 1A), anhydrous potassium carbonate (12.84 g, 93.16 mmoles), sodium iodide (4.66 g, 31.06 mmoles) and 2-chloroethyl methyl sulfide (3.70 ml, 4.10 g, 37.26 mmoles) in 60 ml dry DMF was refluxed for 10 hours. The solvent was evaporated under reduced pressure and the dark semi-solid was partitioned between water and methylene chloride. Sodium hydroxide solutio...